From a dataset of the Open Reaction Database (ORD), a public repository of structured organic reaction records. describe an organic reaction: reactants, conditions, products, and yield Starting materials: C(C)OC(=O)C=1C(C2=CC(=CC=C2C1C1=CC=CC=C1)OCCCC1=CC=CC=C1)=NO (1-hydroxyimino-3-phenyl-6-(3-phenylpropoxy)-1H-indene-2-carboxylic Acid Ethyl Ester). The reagents and catalysts are [Pd] (palladium). Solvent: CO (methanol). Run at time 15 hour. Product: C(C)OC(=O)C=1C(C2=CC(=CC=C2C1C1=CC=CC=C1)OCCCC1=CC=CC=C1)N (1-amino-3-phenyl-6-(3-phenyl-propoxy)-1H-indene-2-carboxylic Acid Ethyl Ester). Isolated yield 77.9%. Reaction SMILES: [CH2:1]([O:3][C:4]([C:6]1[C:7](=[N:31]O)[C:8]2[C:13]([C:14]=1[C:15]1[CH:20]=[CH:19][CH:18]=[CH:17][CH:16]=1)=[CH:12][CH:11]=[C:10]([O:21][CH2:22][CH2:23][CH2:24][C:25]1[CH:30]=[CH:29][CH:28]=[CH:27][CH:26]=1)[CH:9]=2)=[O:5])[CH3:2]>CO.[Pd]>[CH2:1]([O:3][C:4]([C:6]1[CH:7]([NH2:31])[C:8]2[C:13]([C:14]=1[C:15]1[CH:20]=[CH:19][CH:18]=[CH:17][CH:16]=1)=[CH:12][CH:11]=[C:10]([O:21][CH2:22][CH2:23][CH2:24][C:25]1[CH:30]=[CH:29][CH:28]=[CH:27][CH:26]=1)[CH:9]=2)=[O:5])[CH3:2]. Reported procedure: 1-Hydroxyimino-3-phenyl-6-(3-phenylpropoxy)-1H-indene-2-carboxylic acid ethyl ester (0.5 g, 1.17 mmol) obtained in Step 1 was dissolved in methanol (30 mL) and 10%-palladium (400 mg) was added thereto. The mixture was stirred for 15 hrs at RT while providing H2 gas thereto using a balloon, filtered through celite, and concentrated under a reduced pressure. The resulting residue was purified by flash chromatography to obtain 377 mg of the titled compound (yield: 78%). The reactants are C1CCOC1, CCN, O=Cc1ncccc1F. Product: CCNCc1ncccc1F. Reaction SMILES: [CH2:13]1[O:14][CH2:15][CH2:16][CH2:17]1.[CH3:10][CH2:11][NH2:12].[F:1][c:2]1[c:3]([CH:8]=[O:9])[n:4][cH:5][cH:6][cH:7]1>>[F:1][c:2]1[c:3]([CH2:8][NH:12][CH2:11][CH3:10])[n:4][cH:5][cH:6][cH:7]1. The reactants are C1(=CC=CC2=CC=CC=C12)C1(CCCC1)COS(=O)(=O)C (methanesulfonic acid 1-naphthalen-1-yl-cyclopentylmethyl ester), [C-]#N.[Na+] (NaCN), C(C)(=O)OCC (ethyl acetate). Run in CS(=O)C (dimethyl sulfoxide), CCCCCC (hexane). Yields the product C1(=CC=CC2=CC=CC=C12)C1(CCCC1)CC#N ((1-naphthalen-1-yl-cyclopentyl)-acetonitrile). The yield is 43.7%. As a reaction SMILES: [C:1]1([C:11]2([CH2:16]OS(C)(=O)=O)[CH2:15][CH2:14][CH2:13][CH2:12]2)[C:10]2[C:5](=[CH:6][CH:7]=[CH:8][CH:9]=2)[CH:4]=[CH:3][CH:2]=1.[C-:22]#[N:23].[Na+].C(OCC)(=O)C>CS(C)=O.CCCCCC>[C:1]1([C:11]2([CH2:16][C:22]#[N:23])[CH2:15][CH2:14][CH2:13][CH2:12]2)[C:10]2[C:5](=[CH:6][CH:7]=[CH:8][CH:9]=2)[CH:4]=[CH:3][CH:2]=1 |f:1.2|. Reported procedure: To a stirred solution of methanesulfonic acid 1-naphthalen-1-yl-cyclopentylmethyl ester (341) (2.1 g, 6.90 mmol) in dimethyl sulfoxide (10.0 mL) were added KI (115 mg, 0.69 mmol) and NaCN (507 mg, 10.35 mmol) and the reaction mixture was stirred at 140° C. for 2 h (silica TLC, 10% ethyl acetate in hexane; Rf=0.5). The reaction mass was cooled to room temperature, quenched with FeSO4 solution (15 mL) and diluted with water (100 mL). The resulting solid was separated through filtration and washed ... As a reaction SMILES: [CH3:8][c:9]1[cH:10][cH:11][c:12](-[c:15]2[n:16][c:17]([C:28](=[O:29])[OH:30])[n:18]([CH3:27])[c:19]2-[c:20]2[cH:21][cH:22][c:23]([CH3:26])[cH:24][cH:25]2)[cH:13][cH:14]1.[NH2:1][c:2]1[cH:3][cH:4][cH:5][cH:6][cH:7]1>>[NH:1]([c:2]1[cH:3][cH:4][cH:5][cH:6][cH:7]1)[C:28]([c:17]1[n:16][c:15](-[c:12]2[cH:11][cH:10][c:9]([CH3:8])[cH:14][cH:13]2)[c:19](-[c:20]2[cH:21][cH:22][c:23]([CH3:26])[cH:24][cH:25]2)[n:18]1[CH3:27])=[O:29]. Reactants: Cc1ccc(-c2nc(C(=O)O)n(C)c2-c2ccc(C)cc2)cc1, Nc1ccccc1. Yields the product Cc1ccc(-c2nc(C(=O)Nc3ccccc3)n(C)c2-c2ccc(C)cc2)cc1. Reactants: C(#N)C1=C(C=CC=C1)C=1C(=CC=CC1)C(=O)OCC1=CC=CC=C1 (benzyl 2′-cyano-2-bipheylcarboxylate), N(=[N+]=[N-])[Sn](C)(C)C (azidotrimethyltin). Run in C1(=CC=CC=C1)C (toluene). The product is N1N=NN=C1C1=C(C=CC=C1)C=1C(=CC=CC1)C(=O)OCC1=CC=CC=C1 (Benzyl 2′-(tetrazol-5-yl)-2-biphenylcarboxylate). The yield is 85.6%. Reaction SMILES: [C:1]([C:3]1[CH:8]=[CH:7][CH:6]=[CH:5][C:4]=1[C:9]1[C:10]([C:15]([O:17][CH2:18][C:19]2[CH:24]=[CH:23][CH:22]=[CH:21][CH:20]=2)=[O:16])=[CH:11][CH:12]=[CH:13][CH:14]=1)#[N:2].[N:25]([Sn](C)(C)C)=[N+:26]=[N-:27]>C1(C)C=CC=CC=1>[NH:25]1[C:1]([C:3]2[CH:8]=[CH:7][CH:6]=[CH:5][C:4]=2[C:9]2[C:10]([C:15]([O:17][CH2:18][C:19]3[CH:24]=[CH:23][CH:22]=[CH:21][CH:20]=3)=[O:16])=[CH:11][CH:12]=[CH:13][CH:14]=2)=[N:2][N:27]=[N:26]1. Reported procedure: To a solution of benzyl 2′-cyano-2-bipheylcarboxylate (560 mg) in toluene (10 ml), azidotrimethyltin (810 mg) was added. The mixture was refluxed for 12 hours. The reaction mixture was concentrated. 5% aqueous solution of potassium fluoride (4 ml) was added to the residue. The solution was filtered. The filtrate was diluted with ethyl acetate, and the solution was washed with a saturated aqueous solution of sodium chloride. The organic layer was dried over anhydrous sodium sulfate and concentrat... The reactants are CC(=O)O, CSc1[nH]ccc1[N+](=O)[O-], OO. Product: CS(=O)c1[nH]ccc1[N+](=O)[O-]. Reaction SMILES: [CH3:13][C:14](=[O:15])[OH:16].[CH3:1][S:2][c:3]1[nH:4][cH:5][cH:6][c:7]1[N+:8](=[O:9])[O-:10].[OH:11][OH:12]>>[CH3:1][S:2]([c:3]1[nH:4][cH:5][cH:6][c:7]1[N+:8](=[O:9])[O-:10])=[O:11].